From a dataset of the Open Reaction Database (ORD), a public repository of structured organic reaction records. describe an organic reaction: reactants, conditions, products, and yield Reactants: Cl.C1(=CC=CC=C1)CN1CCC(CC1)(C)NC(C)=O (N-[1-(phenylmethyl)-4-methyl-4-piperidinyl]acetamide hydrochloride), [H][H] (hydrogen). The reagents and catalysts are [Pd] (palladium-on-charcoal). The solvent is CO (methanol). The product is Cl.CC1(CCNCC1)NC(C)=O (N-[4-methyl-4-piperidinyl]acetamide hydrochloride). Yield: 91.2%. RXN SMILES: [ClH:1].C1(C[N:9]2[CH2:14][CH2:13][C:12]([NH:16][C:17](=[O:19])[CH3:18])([CH3:15])[CH2:11][CH2:10]2)C=CC=CC=1.[H][H]>CO.[Pd]>[ClH:1].[CH3:15][C:12]1([NH:16][C:17](=[O:19])[CH3:18])[CH2:13][CH2:14][NH:9][CH2:10][CH2:11]1 |f:0.1,5.6|. Reported procedure: A solution of 19 g of N-[1-(phenylmethyl)-4-methyl-4-piperidinyl]acetamide hydrochloride in 400 ml of methanol was hydrogenated at normal pressure and at room temperature with 5 g of palladium-on-charcoal catalyst 10%. After the calculated amount of hydrogen was taken up, the catalyst was filtered off and the filtrate was evaporated, yielding 11.8 g of N-[4-methyl-4-piperidinyl]acetamide hydrochloride; mp. 230°-233° C. (interm. 3). Starting materials: C(C)C(C(=O)OCC)=CC (ethyl 2-ethylbut-2-enoate), [OH-].[Na+] (sodium hydroxide), O (water), C(Cl)(Cl)Cl (chloroform). Reagents/catalysts: [Cl-].C(C1=CC=CC=C1)[N+](CC)(CC)CC (benzyltriethylammonium chloride). The solvent is ClCCl (dichloromethane). Reaction conditions: temperature 40 celsius, time 14 hour. The product is ClC1(C(C1C)(C(=O)OCC)CC)Cl (Ethyl 2,2-Dichloro-1-ethyl-3-methylcyclopropane-1-carboxylate). The yield is 43.0%. Reaction SMILES: [CH2:1]([C:3](=[CH:9][CH3:10])[C:4]([O:6][CH2:7][CH3:8])=[O:5])[CH3:2].[OH-].[Na+].[CH:13]([Cl:16])(Cl)[Cl:14].O>[Cl-].C([N+](CC)(CC)CC)C1C=CC=CC=1.ClCCl>[Cl:14][C:13]1([Cl:16])[CH:1]([CH3:2])[C:3]1([CH2:9][CH3:10])[C:4]([O:6][CH2:7][CH3:8])=[O:5] |f:1.2,5.6|. Procedure details: 38 g (0.27 mol) of ethyl 2-ethylbut-2-enoate, 2.2 g (0.01 mol) of benzyltriethylammonium chloride and 57 ml of 50% strength aqueous sodium hydroxide solution were initially charged in 180 ml of dichloromethane. At 35° C. -40° C., 95 ml of chloroform were added dropwise over a period of 1 hour. After a reaction time of 5 hours at 40° C., the mixture was stirred at room temperature for a further 14 hours. For work-up, the reaction solution was poured into 1.5 l of water. The organic phase was remo... Starting materials: C(C)OCC (diethylether), C1(CCC(N1N(CC(=O)[O-])C(CSC(C1=CC=CC=C1)=O)=O)=O)=O (succinimidyl-N-(S-benzoylmercaptoacetyl)glycinate), N[C@H](C)C(=O)NCC(=O)NCC(=O)O (D-alanylglycylglycine). Solvent: C(C)O (ethanol), O (water). Yields the product C(C1=CC=CC=C1)(=O)SCC(=O)N[C@H](C)C(=O)NCC(=O)NCC(=O)O (S-benzoylmercaptoacetyl-d-alanylglycylglycine). The yield is 44.6%. Reaction SMILES: C1(=O)N(N([C:11](=[O:22])[CH2:12][S:13][C:14](=[O:21])[C:15]2[CH:20]=[CH:19][CH:18]=[CH:17][CH:16]=2)CC([O-])=O)C(=O)CC1.[NH2:25][C@@H:26]([C:28]([NH:30][CH2:31][C:32]([NH:34][CH2:35][C:36]([OH:38])=[O:37])=[O:33])=[O:29])[CH3:27].C(OCC)C>C(O)C.O>[C:14]([S:13][CH2:12][C:11]([NH:25][C@@H:26]([C:28]([NH:30][CH2:31][C:32]([NH:34][CH2:35][C:36]([OH:38])=[O:37])=[O:33])=[O:29])[CH3:27])=[O:22])(=[O:21])[C:15]1[CH:20]=[CH:19][CH:18]=[CH:17][CH:16]=1. Reported procedure: To a solution of 1 g of succinimidyl-N-(S-benzoylmercaptoacetyl)glycinate in 25 ml of anhydrous ethanol at 70° C. is added in one portion a solution of 203 mg of D-alanylglycylglycine in 10 ml of water at 70° C. The reaction mixture is refluxed for 1 hour and the solvents are evaporated under reduced pressure. The residue is agitated with 5 portions of 25 ml acetone, which is isolated by filtration. The combined filtrates are treated with diethylether until precipitation is complete. The precipi... Starting materials: FC(S(=O)(=O)O)(F)F (trifluoromethanesulfonic acid), BrC1=CC=C(C=N[C@H](CC2=CC=CC=C2)C)C=C1 ((S)—N-(4-bromobenzylidene)-1-phenylpropan-2-amine), [OH-].[Na+] (NaOH). Run in ice water. Run at temperature 120 celsius, time 19 hour. Yields the product BrC1=CC=C(C=C1)[C@H]1N[C@H](CC2=CC=CC=C12)C ((1R,3S)-1-(4-bromophenyl)-3-methyl-1,2,3,4-tetrahydroisoquinoline). RXN SMILES: FC(F)(F)S(O)(=O)=O.[Br:9][C:10]1[CH:26]=[CH:25][C:13]([CH:14]=[N:15][C@@H:16]([CH3:24])[CH2:17][C:18]2[CH:23]=[CH:22][CH:21]=[CH:20][CH:19]=2)=[CH:12][CH:11]=1.[OH-].[Na+]>>[Br:9][C:10]1[CH:11]=[CH:12][C:13]([C@@H:14]2[C:19]3[C:18](=[CH:23][CH:22]=[CH:21][CH:20]=3)[CH2:17][C@H:16]([CH3:24])[NH:15]2)=[CH:25][CH:26]=1 |f:2.3|. Procedure details: To a flask with trifluoromethanesulfonic acid (3.00 mL, 34 mmol) at 0° C. was added dropwise the (S)—N-(4-bromobenzylidene)-1-phenylpropan-2-amine and the reaction was heated to 120° C. and stirred 19 h under N2. The reaction was poured into ice water (20 mL) and basisified with 5 N NaOH (6 mL). The aqueous layer was extracted with CH2Cl2 (3×10 mL). The combined organic layers were washed with saturated NaCl (20 mL), dried (MgSO4), and concentrated to give a yellow/brown oil (410 mg). 1H-NMR sho... The reactants are O (water), [OH-].[Na+] (sodium hydroxide), CC1OCCC(O1)(C1=C(C=CC=C1)Cl)CN (2-methyl-4-(aminomethyl)-4-(2-chlorophenyl)-1,3-dioxane), ClCC(=O)Cl (chloroacetyl chloride). The solvent is ClCCl (dichloromethane), ClCCl (dichloromethane). Run at temperature 5 celsius, time 0.5 hour. Yields the product CC1OCCC(O1)(C1=C(C=CC=C1)Cl)CNC(CCl)=O (2-methyl-4-(chloroacetamido)methyl-4-(2-chlorophenyl)-1,3-dioxane). Reaction SMILES: O.[OH-].[Na+].[CH3:4][CH:5]1[O:10][C:9]([CH2:18][NH2:19])([C:11]2[CH:16]=[CH:15][CH:14]=[CH:13][C:12]=2[Cl:17])[CH2:8][CH2:7][O:6]1.[Cl:20][CH2:21][C:22](Cl)=[O:23]>ClCCl>[CH3:4][CH:5]1[O:10][C:9]([CH2:18][NH:19][C:22](=[O:23])[CH2:21][Cl:20])([C:11]2[CH:16]=[CH:15][CH:14]=[CH:13][C:12]=2[Cl:17])[CH2:8][CH2:7][O:6]1 |f:1.2|. Procedure: Fifteen milliliters (ml) of water, 25 ml of dichloromethane, 4 ml (0.075 mole) of 50% sodium hydroxide and 7.2 grams (g) (0.03 mole) of 2-methyl-4-(aminomethyl)-4-(2-chlorophenyl)-1,3-dioxane were added to a reaction flask and cooled to 5° C. with an ice bath. Four and a half g of chloroacetyl chloride in 10 ml of dichloromethane were added at a rate slow enough to keep the temperature under 10° C. The reaction mixture was stirred for 1/2 hour and allowed to come to room temperature. Starting materials: CC1(OC[C@@H](O1)CC1(CC1)S(=O)(=O)[O-])C.[Na+] (sodium (S)-1-((2,2-dimethyl-1,3-dioxolan-4-yl)methyl)cyclopropane-1-sulfonate), P(=O)(Cl)(Cl)Cl (phosphoryl trichloride). Run at time 30 minute. Yields the product CC1(OC[C@@H](O1)CC1(CC1)S(=O)(=O)Cl)C ((S)-1-((2,2-Dimethyl-1,3-dioxolan-4-yl)methyl)cyclopropane-1-sulfonyl chloride). As a reaction SMILES: [CH3:1][C:2]1([CH3:15])[O:6][C@@H:5]([CH2:7][C:8]2([S:11]([O-])(=[O:13])=[O:12])[CH2:10][CH2:9]2)[CH2:4][O:3]1.[Na+].P(Cl)(Cl)([Cl:19])=O>>[CH3:1][C:2]1([CH3:15])[O:6][C@@H:5]([CH2:7][C:8]2([S:11]([Cl:19])(=[O:13])=[O:12])[CH2:10][CH2:9]2)[CH2:4][O:3]1 |f:0.1|. Reported procedure: A solution of sodium (S)-1-((2,2-dimethyl-1,3-dioxolan-4-yl)methyl)cyclopropane-1-sulfonate (1 eq) and phosphoryl trichloride (POCl3, 0.7 mL/mmol) is heated at 80° C. for 1 hour. The reaction mixture is cooled to room temperature, poured onto ice, stirred for 30 minutes and extracted with chloroform (2×). The combined organic extracts are dried (MgSO4) and concentrated under reduced pressure. Reactants: CC1C([C@H]2N(C1C(=O)OC(C1=CC=CC=C1)C1=CC=CC=C1)C(C2NC(COC2=CC=CC=C2)=O)=O)=O (benzhydryl 2-methyl-1-oxo-6-(2-phenoxyacetamido)carbapenam-3-carboxylate), [BH4-].C(CCC)[N+](CCCC)(CCCC)CCCC (tetrabutylammonium borohydride). Solvent: C(Cl)Cl (methylene chloride), C(Cl)Cl (methylene chloride). Yields the product OC1C(C(N2[C@H]1C(C2=O)NC(COC2=CC=CC=C2)=O)C(=O)OC(C2=CC=CC=C2)C2=CC=CC=C2)C (benzhydryl 1-hydroxy-2-methyl-6-(2-phenoxyacetamido)carbapenam-3-carboxylate). RXN SMILES: [CH3:1][CH:2]1[CH:6]([C:7]([O:9][CH:10]([C:17]2[CH:22]=[CH:21][CH:20]=[CH:19][CH:18]=2)[C:11]2[CH:16]=[CH:15][CH:14]=[CH:13][CH:12]=2)=[O:8])[N:5]2[C:23](=[O:36])[CH:24]([NH:25][C:26](=[O:35])[CH2:27][O:28][C:29]3[CH:34]=[CH:33][CH:32]=[CH:31][CH:30]=3)[C@H:4]2[C:3]1=[O:37].[BH4-].C([N+](CCCC)(CCCC)CCCC)CCC>C(Cl)Cl>[OH:37][CH:3]1[C@@H:4]2[CH:24]([NH:25][C:26](=[O:35])[CH2:27][O:28][C:29]3[CH:30]=[CH:31][CH:32]=[CH:33][CH:34]=3)[C:23](=[O:36])[N:5]2[CH:6]([C:7]([O:9][CH:10]([C:17]2[CH:22]=[CH:21][CH:20]=[CH:19][CH:18]=2)[C:11]2[CH:12]=[CH:13][CH:14]=[CH:15][CH:16]=2)=[O:8])[CH:2]1[CH3:1] |f:1.2|. Procedure details: According to the procedures detailed in Example 3, benzhydryl 2-methyl-1-oxo-6-(2-phenoxyacetamido)carbapenam-3-carboxylate (138 mg., 0.28 mmole) in 15 ml. of methylene chloride was reduced with tetrabutylammonium borohydride (18 mg., 0.07 mmole) at -78° C., monitored and isolated as a washed, dried methylene chloride solution of benzhydryl 1-hydroxy-2-methyl-6-(2-phenoxyacetamido)carbapenam-3-carboxylate [Rf 0.24 (4:1 chloroform:ethyl acetate)]. If desired, the product is further isolated by ev... The reactants are C(C)N (ethylamine), CC(C#C/C=C/CN(CCC)CC1=CC(=CC=C1)O)(C)C ((E)-N-(6,6-dimethyl-2-hepten-4-ynyl)-N-propyl-3-hydroxybenzylamine), C(CC)N (propylamine), CC(C#C/C=C/CN(CC)CC1=CC(=CC=C1)O)(C)C ((E)-N-(6,6-dimethyl-2-hepten-4-ynyl)-N-ethyl-3-hydoxybenzylamine). Yields the product CC(C#C/C=C/CN(C)CC1=CC(=CC=C1)O)(C)C ((E)-N-(6,6-dimethyl-2-hepten-4-ynyl)-N-methyl-3-hydroxybenzylamine). Reaction SMILES: C(N)C.C(N)CC.[CH3:8][C:9]([CH3:27])([CH3:26])[C:10]#[C:11]/[CH:12]=[CH:13]/[CH2:14][N:15]([CH2:18][C:19]1[CH:24]=[CH:23][CH:22]=[C:21]([OH:25])[CH:20]=1)[CH2:16]C.CC(C)(C)C#C/C=C/CN(CC1C=CC=C(O)C=1)CCC>>[CH3:8][C:9]([CH3:27])([CH3:26])[C:10]#[C:11]/[CH:12]=[CH:13]/[CH2:14][N:15]([CH2:18][C:19]1[CH:24]=[CH:23][CH:22]=[C:21]([OH:25])[CH:20]=1)[CH3:16]. Reported procedure: When the same reaction as above is carried out using ethylamine or propylamine instead of methylamine, (E)-N-(6,6-dimethyl-2-hepten-4-ynyl)-N-ethyl-3-hydoxybenzylamine used in Examples 101 to 103 or (E)-N-(6,6-dimethyl-2-hepten-4-ynyl)-N-propyl-3-hydroxybenzylamine used in Examples 104 and 105 is obtained.